The task is: describe an organic reaction: reactants, conditions, products, and yield. This data is from the Open Reaction Database (ORD), a public repository of structured organic reaction records. The reactants are COC1=CC=2C3=C(C(NC2C=C1)=O)CCC3 (8-Methoxy-1,2,3,5-tetrahydrocyclopenta[c]quinolin-4-one), [Mg] (magnesium). Product: COC1=CC=2C3C(C(NC2C=C1)=O)CCC3 (8-Methoxy-1,2,3,3a,5,9b-hexahydrocyclopenta[c]quinolin-4-one). Yield: 10.2%. Reaction SMILES: [CH3:1][O:2][C:3]1[CH:12]=[CH:11][C:10]2[NH:9][C:8](=[O:13])[C:7]3[CH2:14][CH2:15][CH2:16][C:6]=3[C:5]=2[CH:4]=1.[Mg]>>[CH3:1][O:2][C:3]1[CH:12]=[CH:11][C:10]2[NH:9][C:8](=[O:13])[CH:7]3[CH2:14][CH2:15][CH2:16][CH:6]3[C:5]=2[CH:4]=1. Procedure details: 8-Methoxy-1,2,3,5-tetrahydrocyclopenta[c]quinolin-4-one (0.78 g, 3.6 mmol) and magnesium (2.5 g, 103 mmol) are reacted to form 80 mg (10%) of product analogously to Example 7. The reactants are ClC1=CC(=NC(=N1)OC)NCCC1=CC=C(C=C1)C=1OC(=NN1)C ((6-chloro-2-methoxy-pyrimidin-4-yl)-{2-[4-(5-methyl-[1,3,4]oxadiazol-2-yl)-phenyl]-ethyl}-amine), C(=O)(O)C(C)(C)C=1C=C(C=CC1)B(O)O (3-(1-carboxy-1-methyl-ethyl)-phenyl boronic acid), C(=O)([O-])[O-].[Cs+].[Cs+] (Cs2CO3), O (water). Run in COCCOC (ethylene glycol dimethyl ether), C(C)#N (acetonitrile). Run at time 3 hour. Yields the product COC1=NC(=CC(=N1)C=1C=C(C=CC1)C(C(=O)O)(C)C)NCCC1=CC=C(C=C1)C=1OC(=NN1)C (2-[3-(2-methoxy-6-{2-[4-(5-methyl-[1,3,4]oxadiazol-2-yl)-phenyl]-ethylamino}-pyrimidin-4-yl)-phenyl]-2-methyl-propionic acid). The yield is 25.3%. As a reaction SMILES: Cl[C:2]1[N:7]=[C:6]([O:8][CH3:9])[N:5]=[C:4]([NH:10][CH2:11][CH2:12][C:13]2[CH:18]=[CH:17][C:16]([C:19]3[O:20][C:21]([CH3:24])=[N:22][N:23]=3)=[CH:15][CH:14]=2)[CH:3]=1.[C:25]([C:28]([C:31]1[CH:32]=[C:33](B(O)O)[CH:34]=[CH:35][CH:36]=1)([CH3:30])[CH3:29])([OH:27])=[O:26].C([O-])([O-])=O.[Cs+].[Cs+].O>COCCOC.C(#N)C>[CH3:9][O:8][C:6]1[N:7]=[C:2]([C:33]2[CH:32]=[C:31]([C:28]([CH3:30])([CH3:29])[C:25]([OH:27])=[O:26])[CH:36]=[CH:35][CH:34]=2)[CH:3]=[C:4]([NH:10][CH2:11][CH2:12][C:13]2[CH:18]=[CH:17][C:16]([C:19]3[O:20][C:21]([CH3:24])=[N:22][N:23]=3)=[CH:15][CH:14]=2)[N:5]=1 |f:2.3.4|. Reported procedure: A mixture of (6-chloro-2-methoxy-pyrimidin-4-yl)-{2-[4-(5-methyl-[1,3,4]oxadiazol-2-yl)-phenyl]-ethyl}-amine (0.16 g, 0.46 mmol), 3-(1-carboxy-1-methyl-ethyl)-phenyl boronic acid, [125 mg, 0.6 mmol, see Example 49(b), step 2], and Cs2CO3 (0.37 g, 1.15 mmol) in ethylene glycol dimethyl ether (8 mL), acetonitrile (10 mL), and water (2 mL) is degassed by bubbling with Argon gas for 5 minutes, and treated with 1,1′-bis(diphenylphosphino)ferrocene palladium(II) chloride (20 mg) at room temperature. A... Starting materials: N(C(=N)N)C=1SC(=C(N1)C)C(=O)O (2-Guanidino-4-methyl-thiazole-5-carboxylic acid), NC=1C=C(OCC(=O)OC(C)(C)C)C=CC1 (tert-butyl (3-amino-phenoxy)-acetate). The solvent is C(Cl)Cl.C(C)(=O)OCC (methylene chloride ethyl acetate). The product is methylene chloride-alcohol, N(C(=N)N)C=1SC(=C(N1)C)C(=O)NC=1C=C(OCC(=O)OC(C)(C)C)C=CC1 (tert-butyl {3-[(2-guanidino-4-methyl-thiazole-5-carbonyl)-amino]-phenoxy}-acetate). As a reaction SMILES: [NH:1]([C:5]1[S:6][C:7]([C:11]([OH:13])=O)=[C:8]([CH3:10])[N:9]=1)[C:2]([NH2:4])=[NH:3].[NH2:14][C:15]1[CH:16]=[C:17]([CH:27]=[CH:28][CH:29]=1)[O:18][CH2:19][C:20]([O:22][C:23]([CH3:26])([CH3:25])[CH3:24])=[O:21]>C(Cl)Cl.C(OCC)(=O)C>[NH:1]([C:5]1[S:6][C:7]([C:11]([NH:14][C:15]2[CH:16]=[C:17]([CH:27]=[CH:28][CH:29]=2)[O:18][CH2:19][C:20]([O:22][C:23]([CH3:24])([CH3:25])[CH3:26])=[O:21])=[O:13])=[C:8]([CH3:10])[N:9]=1)[C:2]([NH2:4])=[NH:3] |f:2.3|. Procedure: 2-Guanidino-4-methyl-thiazole-5-carboxylic acid is reacted with tert-butyl (3-amino-phenoxy)-acetate in the same manner as in Example 3. Chromatography on silica gel with methylene chloride-ethyl acetate and methylene chloride-alcohol gives 176 mg of tert-butyl {3-[(2-guanidino-4-methyl-thiazole-5-carbonyl)-amino]-phenoxy}-acetate, m.p. 204° C., MS: 406 (M+H)+. Starting materials: NCCN1CCNCC1 (1-(2-aminoethyl)piperazine), C(CO)O (ethylene glycol), FC(C(=O)O)(F)F (trifluoroacetic acid). Solvent: C(C)#N (acetonitrile). Reaction conditions: time 4 hour. Yields the product FC(C(=O)[O-])(F)F.NCC[NH+]1CCNCC1 (1-(2-aminoethyl)piperazinium trifluoroacetate). The yield is 86.0%. As a reaction SMILES: [NH2:1][CH2:2][CH2:3][N:4]1[CH2:9][CH2:8][NH:7][CH2:6][CH2:5]1.C(O)CO.[F:14][C:15]([F:20])([F:19])[C:16]([OH:18])=[O:17]>C(#N)C>[F:14][C:15]([F:20])([F:19])[C:16]([O-:18])=[O:17].[NH2:1][CH2:2][CH2:3][NH+:4]1[CH2:9][CH2:8][NH:7][CH2:6][CH2:5]1 |f:4.5|. Reported procedure: 12.92 g (0.1 mol) of 1-(2-aminoethyl)piperazine and 50 g of ethylene glycol or acetonitrile as an organic solvent were put into a 250 ml two-necked flask equipped with a condenser, and 11.4 g (0.1 mol) of trifluoroacetic acid was slowly added dropwise thereto. The resulting solution was stirred at room temperature for 4 hours, washed with diethyl ether several times, and then dried under vacuum, thus obtaining 1-(2-aminoethyl)piperazinium trifluoroacetate (yield: 86%). Reactants: Cc1ccc(CCCC(=O)O)c(C)c1[N+](=O)[O-], O. Yields the product Cc1cc2c(c(C)c1[N+](=O)[O-])CCCC2=O. As a reaction SMILES: [CH3:1][c:2]1[c:3]([CH2:12][CH2:13][CH2:14][C:15](=[O:16])[OH:17])[cH:4][cH:5][c:6]([CH3:11])[c:7]1[N+:8](=[O:9])[O-:10].[OH2:18]>>[CH3:1][c:2]1[c:3]2[c:4]([cH:5][c:6]([CH3:11])[c:7]1[N+:8](=[O:9])[O-:10])[C:15](=[O:17])[CH2:14][CH2:13][CH2:12]2. Reactants: ClC1=NC(=C2NC=NC2=N1)N (2-chloroadenine), C1(=CC=CC=C1)CCN (2-phenylethylamine). Product: C1(=CC=CC=C1)CCNC1=NC(=C2NC=NC2=N1)N (2-(2-phenylethylamino)-adenine). RXN SMILES: Cl[C:2]1[N:10]=[C:9]2[C:5]([NH:6][CH:7]=[N:8]2)=[C:4]([NH2:11])[N:3]=1.[C:12]1([CH2:18][CH2:19][NH2:20])[CH:17]=[CH:16][CH:15]=[CH:14][CH:13]=1>>[C:12]1([CH2:18][CH2:19][NH:20][C:2]2[N:10]=[C:9]3[C:5]([NH:6][CH:7]=[N:8]3)=[C:4]([NH2:11])[N:3]=2)[CH:17]=[CH:16][CH:15]=[CH:14][CH:13]=1. Reported procedure: The starting material 2-(2-phenylethylamino)-adenine is prepared by reacting 2-chloroadenine with excess 2-phenylethylamine at about 140°. Reactants: [Cl-].[NH4+] (ammonium chloride), [H-].[Na+] (sodium hydride), C(C)(=O)N1C(C(NC(=C1)C1=CC=CC=C1)=O)C(C)C ((3RS)-4-acetyl-3-isopropyl-2-oxo-6-phenyl-1,2,3,4-tetrahydropyrazine), BrCC(=O)OCC (Ethyl bromoacetate). The solvent is O1CCCC1 (tetrahydrofuran), C(C)(=O)OCC (ethyl acetate). Conditions: time 1 hour. Product: C(C)(=O)N1C(C(N(C(=C1)C1=CC=CC=C1)CC(=O)OCC)=O)C(C)C (Ethyl {(3RS)-4-acetyl-3-isopropyl-2-oxo-6-phenyl-1,2,3,4-tetrahydropyrazine-1-yl}acetate). Reaction SMILES: [H-].[Na+].[C:3]([N:6]1[CH:11]=[C:10]([C:12]2[CH:17]=[CH:16][CH:15]=[CH:14][CH:13]=2)[NH:9][C:8](=[O:18])[CH:7]1[CH:19]([CH3:21])[CH3:20])(=[O:5])[CH3:4].Br[CH2:23][C:24]([O:26][CH2:27][CH3:28])=[O:25].[Cl-].[NH4+]>O1CCCC1.C(OCC)(=O)C>[C:3]([N:6]1[CH:11]=[C:10]([C:12]2[CH:13]=[CH:14][CH:15]=[CH:16][CH:17]=2)[N:9]([CH2:23][C:24]([O:26][CH2:27][CH3:28])=[O:25])[C:8](=[O:18])[CH:7]1[CH:19]([CH3:21])[CH3:20])(=[O:5])[CH3:4] |f:0.1,4.5|. Reported procedure: Under ice cooling, 60% sodium hydride (27.9 mg) is added to a solution of (3RS)-4-acetyl-3-isopropyl-2-oxo-6-phenyl-1,2,3,4-tetrahydropyrazine (150 mg, Reference compound No. 49-1) in tetrahydrofuran (1 ml), and the mixture is stirred for 30 minutes. Ethyl bromoacetate (77 μl) is added to the mixture, then the temperature is raised to room temperature, and the whole is stirred for one hour. The reaction mixture is diluted with ethyl acetate, and a saturated aqueous ammonium chloride solution is ...